This data is from the Open Reaction Database (ORD), a public repository of structured organic reaction records. The task is: describe an organic reaction: reactants, conditions, products, and yield The reactants are Oc1ccc(Cl)c(O)c1, O=C(O)Cc1ccc2c(c1)OCCO2. The product is O=C(Cc1ccc2c(c1)OCCO2)c1cc(Cl)c(O)cc1O. As a reaction SMILES: [Cl:15][c:16]1[c:17]([OH:23])[cH:18][c:19]([OH:20])[cH:21][cH:22]1.[O:1]1[CH2:2][CH2:3][O:4][c:5]2[c:6]1[cH:7][cH:8][c:9]([CH2:11][C:12](=[O:13])[OH:14])[cH:10]2>>[O:1]1[CH2:2][CH2:3][O:4][c:5]2[c:6]1[cH:7][cH:8][c:9]([CH2:11][C:12](=[O:14])[c:21]1[c:19]([OH:20])[cH:18][c:17]([OH:23])[c:16]([Cl:15])[cH:22]1)[cH:10]2. The reactants are C(CCC)[Li] (butyllithium), C(#N)C1CC2=C1C=CC=C2 (1-cyanobenzocyclobutane), O (water), C1(CCCCC1)=O (cyclohexanone). The solvent is CCCCCC (n-hexane), O1CCCC1 (tetrahydrofuran). Conditions: temperature -78 celsius, time 3 hour. Yields the product C(#N)C1(CC2=C1C=CC=C2)C2(CCCCC2)O (1-Cyano-1-(1-hydroxycyclohex-1-yl)benzocyclobutane). RXN SMILES: C([Li])CCC.[C:6]([CH:8]1[C:11]2[CH:12]=[CH:13][CH:14]=[CH:15][C:10]=2[CH2:9]1)#[N:7].[C:16]1(=[O:22])[CH2:21][CH2:20][CH2:19][CH2:18][CH2:17]1.O>CCCCCC.O1CCCC1>[C:6]([C:8]1([C:16]2([OH:22])[CH2:21][CH2:20][CH2:19][CH2:18][CH2:17]2)[C:11]2[CH:12]=[CH:13][CH:14]=[CH:15][C:10]=2[CH2:9]1)#[N:7]. Procedure: Whilst maintaining the temperature at -78° C., 69 ml of 1.6M butyllithium in n-hexane are added to a solution of 12.9 g of 1-cyanobenzocyclobutane in 200 ml of tetrahydrofuran. After stirring for half an hour at that temperature, 15.5 ml of cyclohexanone are added and the reaction mixture is brought back to room temperature. After stirring for 3 hours at room temperature, the reaction mixture is hydrolysed at -10° C. with water. After extraction with diethyl ether, the organic phase is washed wi... Yields the product O=C1CN(S(=O)(=O)c2ccc3ccccc3c2)CCN1c1ncccc1C(F)(F)F. As a reaction SMILES: [Br:21][c:22]1[n:23][cH:24][cH:25][cH:26][c:27]1[C:28]([F:29])([F:30])[F:31].[C:32](=[O:33])([O-:34])[O-:35].[CH3:38][NH:39][CH2:40][CH2:41][NH:42][CH3:43].[CH3:45][CH2:46][O:47][C:48]([CH3:49])=[O:50].[Cu:51][I:52].[K+:36].[K+:37].[OH2:44].[cH:1]1[c:2]([S:11](=[O:12])(=[O:13])[N:14]2[CH2:15][C:16](=[O:20])[NH:17][CH2:18][CH2:19]2)[cH:3][cH:4][c:5]2[cH:6][cH:7][cH:8][cH:9][c:10]12>>[cH:1]1[c:2]([S:11](=[O:12])(=[O:13])[N:14]2[CH2:15][C:16](=[O:20])[N:17]([c:22]3[n:23][cH:24][cH:25][cH:26][c:27]3[C:28]([F:29])([F:30])[F:31])[CH2:18][CH2:19]2)[cH:3][cH:4][c:5]2[cH:6][cH:7][cH:8][cH:9][c:10]12. Starting materials: FC(F)(F)c1cccnc1Br, O=C([O-])[O-], CNCCNC, CCOC(C)=O, [Cu]I, [K+], [K+], O, O=C1CN(S(=O)(=O)c2ccc3ccccc3c2)CCN1. RXN SMILES: [Cl:1][C:2]1[CH:7]=[CH:6][C:5]([OH:8])=[C:4]([CH3:9])[CH:3]=1.[C:10]([C:14]1[CH:21]=[CH:20][C:17]([CH2:18]Cl)=[CH:16][CH:15]=1)([CH3:13])([CH3:12])[CH3:11].O>C(Cl)(Cl)Cl>[Cl:1][C:2]1[CH:7]=[C:6]([CH2:18][C:17]2[CH:20]=[CH:21][C:14]([C:10]([CH3:13])([CH3:12])[CH3:11])=[CH:15][CH:16]=2)[C:5]([OH:8])=[C:4]([CH3:9])[CH:3]=1. The product is ClC1=CC(=C(C(=C1)CC1=CC=C(C=C1)C(C)(C)C)O)C (4-chloro-2-methyl-6-(4'-tert. butylbenzyl)-phenol). The reactants are ClC1=CC(=C(C=C1)O)C (4-chloro-2-methylphenol), C(C)(C)(C)C1=CC=C(CCl)C=C1 (4-tert. butylbenzylchloride), O (water). Run in C(Cl)(Cl)Cl (chloroform). Procedure details: 106.5 g (0.75 mol) 4-chloro-2-methylphenol and 45.67 g (0.25 mol) 4-tert. butylbenzylchloride are dissolved in 200 ml chloroform, and 22.5 g water-free zinc chloride are added as Friedel-Crafts catalyst. Thereafter the reaction mixture is stirred, whereby indeed at room temperature to the start of the reaction intense gas development, i.e. intense reaction, is to be noted. Subsequently the reaction mixture is stirred at 60° C. 5-6 h and washed three times each with 200 ml water for the purpose o... Reactants: [H][H] (hydrogen), C(C1=CC=CC=C1)OC(=O)N1CC(CC1)CC1(CC1)NC(=O)OC(C)(C)C (1-Benzyloxy carbonyl-3-[1-(tert-butoxycarbonyl)amino-1-cyclopropyl]methylpyrrolidine), NC1=C2C(C(=CN(C2=C(C(=C1F)F)F)[C@H]1[C@H](C1)F)C(=O)O)=O (5-amino-6,7,8-trifluoro-1-[2-(S)-fluoro-1-(R)-cyclopropyl]-1,4-dihydro-4-oxoquinoline-3-carboxylic acid). The reagents and catalysts are [Pd] (palladium on carbon). The solvent is CO (methanol). Reaction conditions: time 5 minute. The product is NC1=C2C(C(=CN(C2=C(C(=C1F)N1CC(CC1)CC1(CC1)N)F)[C@H]1[C@H](C1)F)C(=O)O)=O (5-Amino-7-[3-(1-amino-1-cyclopropyl)methylpyrrolidin-1-yl]-6,8-difluoro-1-[2-(S)-fluoro-1-(R)-cyclopropyl]-1,4-dihydro-4-oxoquinoline-3-carboxylic acid). The yield is 89.0%. RXN SMILES: C(O[C:9]([N:11]1[CH2:15][CH2:14][CH:13]([CH2:16][C:17]2([NH:20]C(OC(C)(C)C)=O)[CH2:19][CH2:18]2)[CH2:12]1)=O)C1C=CC=CC=1.[H][H].[NH2:30][C:31]1[C:40]([F:41])=C(F)[C:38]([F:43])=[C:37]2[C:32]=1[C:33](=[O:51])[C:34]([C:48]([OH:50])=[O:49])=[CH:35][N:36]2[C@@H:44]1[CH2:46][C@@H:45]1[F:47]>CO.[Pd]>[NH2:30][C:31]1[C:40]([F:41])=[C:9]([N:11]2[CH2:15][CH2:14][CH:13]([CH2:16][C:17]3([NH2:20])[CH2:18][CH2:19]3)[CH2:12]2)[C:38]([F:43])=[C:37]2[C:32]=1[C:33](=[O:51])[C:34]([C:48]([OH:50])=[O:49])=[CH:35][N:36]2[C@@H:44]1[CH2:46][C@@H:45]1[F:47]. Procedure: 1-Benzyloxy carbonyl-3-[1-(tert-butoxycarbonyl)amino-1-cyclopropyl]methylpyrrolidine (originated from F1 of Reference Example 4; 185 mg, 0.494 mmol) was dissolved in anhydrous methanol (30 ml), and the solution was mixed with 10% palladium on carbon catalyst (water content 50%, 200 mg) and stirred at room temperature for 1 hour in an atmosphere of hydrogen under atmospheric pressure. After filtration of the reaction solution through celite, the resulting filtrate was concentrated under a reduced... Starting materials: [OH-].[Na+] (NaOH), C[C@H](C1=CC=CC=C1)N1C[C@@H](CC1)CO ((R)-1-[(R)-α-methylbenzyl]-3-pyrrolidinemethanol), BrCC(=O)OC(C)(C)C (tert.-butyl bromoacetate). The reagents and catalysts are [Br-].C(CCC)[N+](CCCC)(CCCC)CCCC (tetrabutylammonium bromide). Solvent: O (water), C1(=CC=CC=C1)C (toluene), C1(=CC=CC=C1)C (toluene), O (water). Reaction conditions: time 6.5 hour. The product is C1(=CC=CC=C1)[C@@H](C)N1C[C@@H](CC1)COCC(=O)OC(C)(C)C (tert.-butyl (R)-[1-(R)-[1-phenyl-ethyl]-pyrrolidin-3-ylmethoxy]-acetate). Reaction SMILES: [OH-].[Na+].[CH3:3][C@@H:4]([N:11]1[CH2:15][CH2:14][C@@H:13]([CH2:16][OH:17])[CH2:12]1)[C:5]1[CH:10]=[CH:9][CH:8]=[CH:7][CH:6]=1.Br[CH2:19][C:20]([O:22][C:23]([CH3:26])([CH3:25])[CH3:24])=[O:21]>[Br-].C([N+](CCCC)(CCCC)CCCC)CCC.O.C1(C)C=CC=CC=1>[C:5]1([C@H:4]([N:11]2[CH2:15][CH2:14][C@@H:13]([CH2:16][O:17][CH2:19][C:20]([O:22][C:23]([CH3:26])([CH3:25])[CH3:24])=[O:21])[CH2:12]2)[CH3:3])[CH:10]=[CH:9][CH:8]=[CH:7][CH:6]=1 |f:0.1,4.5|. Reported procedure: 20 mg of tetrabutylammonium bromide in 1 ml of water and then within 5 min. 20 g of 50% NaOH in water are added dropwise to a mixture of 2.05 g of (R)-1-[(R)-α-methylbenzyl]-3-pyrrolidinemethanol, 25 ml of toluene and 2.2 ml of tert.-butyl bromoacetate while stirring vigorously. After 6.5 hrs. the mixture is diluted with toluene, washed neutral with water, dried and evaporated in a vacuum. Chromatography on silica gel gives 2.1 g of tert.-butyl (R)-[1-(R)-[1-phenyl-ethyl]-pyrrolidin-3-ylmethoxy]... Starting materials: ClC1=CC(=C(C=C1)SC1=CC=CC=C1)[N+](=O)[O-] (4-chloro-2-nitro-1-(phenylthio)benzene), [H][H] (hydrogen). Reagents/catalysts: [Ni] (Raney nickel). Run in C(C)O (ethanol). Product: ClC=1C=CC(=C(C1)N)SC1=CC=CC=C1 (5-chloro-2-(phenylthio)benzeneamine). Reaction SMILES: [Cl:1][C:2]1[CH:7]=[CH:6][C:5]([S:8][C:9]2[CH:14]=[CH:13][CH:12]=[CH:11][CH:10]=2)=[C:4]([N+:15]([O-])=O)[CH:3]=1.[H][H]>[Ni].C(O)C>[Cl:1][C:2]1[CH:7]=[CH:6][C:5]([S:8][C:9]2[CH:14]=[CH:13][CH:12]=[CH:11][CH:10]=2)=[C:4]([NH2:15])[CH:3]=1. Reported procedure: An ethanol solution of 1.0 g (4.2 mmol) of 4-chloro-2-nitro-1-(phenylthio)benzene (32), prepared in the manner described above in Example 32, is shaken in a Parr hydrogenator at 30 psi hydrogen with Raney nickel at room temperature for 3 hours. The catalyst is filtered from the reaction, and the solution is concentrated under vacuum.